From a dataset of the Open Reaction Database (ORD), a public repository of structured organic reaction records. describe an organic reaction: reactants, conditions, products, and yield The reactants are COC=1C=C2C=C(NC2=CC1)C (5-methoxy-2-methyl-1H-indole), C[Mg+].[Br-] (MeMgBr), final mixture, ICCN1CCOCC1 (N-(2-iodoethyl)morpholine). The reagents and catalysts are [Cl-].[Cl-].[Zn+2] (ZnCl2). Run in C1CCOC1 (THF), C(=O)(O)[O-].[Na+] (NaHCO3). Run at time 1 hour. Yields the product COC=1C=C2C(=C(NC2=CC1)C)CCN1CCOCC1 (5-Methoxy-2-methyl-3-(2-(morpholin-4-yl)ethyl)-1H-indole). The yield is 6.9%. Reaction SMILES: [CH3:1][O:2][C:3]1[CH:4]=[C:5]2[C:9](=[CH:10][CH:11]=1)[NH:8][C:7]([CH3:12])=[CH:6]2.C[Mg+].[Br-].I[CH2:17][CH2:18][N:19]1[CH2:24][CH2:23][O:22][CH2:21][CH2:20]1>C1COCC1.C([O-])(O)=O.[Na+].[Cl-].[Cl-].[Zn+2]>[CH3:1][O:2][C:3]1[CH:4]=[C:5]2[C:9](=[CH:10][CH:11]=1)[NH:8][C:7]([CH3:12])=[C:6]2[CH2:17][CH2:18][N:19]1[CH2:24][CH2:23][O:22][CH2:21][CH2:20]1 |f:1.2,5.6,7.8.9|. Procedure: To 5-methoxy-2-methyl-1H-indole (5.00 g; 31.0 mmol) in 30 mL of dry THF at 0° C. was added dropwise MeMgBr (3.0M in Et2O; 11.4 mL; 34.2 mmol). The solution was stirred 30 min at r.t. after which ZnCl2 (0.5M in THF; 64 mL; 32 mmol) was added. The mixture was stirred at r.t., after 1 h, N-(2-iodoethyl)morpholine (14.41 g; 51.5 mmol) was added. The final mixture was stirred at r.t. overnight. The mixture was poored in saturated NaHCO3 (100 mL), extracted with EtOAc (2×100 mL). The organic phase was... Starting materials: C1(CC1)C=1C(=CC(=NC1)C(=O)O)OCC(F)(F)F (5-Cyclopropyl-4-(2,2,2-trifluoro-ethoxy)-pyridine-2-carboxylic acid), Cl.NC(CC(=O)N)C1CC1 (3-amino-3-cyclopropylpropanamide hydrochloride). Yields the product NC(CC(C1CC1)NC(=O)C1=NC=C(C(=C1)OCC(F)(F)F)C1CC1)=O (N-(3-amino-1-cyclopropyl-3-oxopropyl)-5-cyclopropyl-4-(2,2,2-trifluoroethoxy)pyridine-2-carboxamide). RXN SMILES: [CH:1]1([C:4]2[C:5]([O:13][CH2:14][C:15]([F:18])([F:17])[F:16])=[CH:6][C:7]([C:10]([OH:12])=O)=[N:8][CH:9]=2)[CH2:3][CH2:2]1.Cl.[NH2:20][CH:21]([CH:26]1[CH2:28][CH2:27]1)[CH2:22][C:23]([NH2:25])=[O:24]>>[NH2:25][C:23](=[O:24])[CH2:22][CH:21]([NH:20][C:10]([C:7]1[CH:6]=[C:5]([O:13][CH2:14][C:15]([F:18])([F:17])[F:16])[C:4]([CH:1]2[CH2:2][CH2:3]2)=[CH:9][N:8]=1)=[O:12])[CH:26]1[CH2:28][CH2:27]1 |f:1.2|. Procedure details: The title compound was synthesized in analogy to Example 112e, using 5-Cyclopropyl-4-(2,2,2-trifluoro-ethoxy)-pyridine-2-carboxylic acid (Example 48c) and 3-amino-3-cyclopropylpropanamide hydrochloride (CAN 1354953-76-6) as starting materials and isolated (50 mg, 35%); MS (ESI, m/z): 372.5 (M+H+). Starting materials: E2, OCC=1C=CC(=C(C#N)C1)OC=1C=NC(=CC1)C (5-(hydroxymethyl)-2-((6-methylpyridin-3-yl)oxy)benzonitrile), ClC1=NC(N2C(N(CCC2)C)=C1)=O (8-chloro-1-methyl-3,4-dihydro-1H-pyrimido[1,6-a]pyrimidin-6(2H)-one). Product: CN1C=2N(CCC1)C(N=C(C2)OCC=2C=CC(=C(C#N)C2)OC=2C=NC(=CC2)C)=O (5-(((1-methyl-6-oxo-2,3,4,6-tetrahydro-1H-pyrimido[1,6-a]pyrimidin-8-yl)oxy)methyl)-2-((6-methylpyridin-3-yl)oxy)benzonitrile). As a reaction SMILES: [OH:1][CH2:2][C:3]1[CH:4]=[CH:5][C:6]([O:11][C:12]2[CH:13]=[N:14][C:15]([CH3:18])=[CH:16][CH:17]=2)=[C:7]([CH:10]=1)[C:8]#[N:9].Cl[C:20]1[CH:30]=[C:24]2[N:25]([CH3:29])[CH2:26][CH2:27][CH2:28][N:23]2[C:22](=[O:31])[N:21]=1>>[CH3:29][N:25]1[CH2:26][CH2:27][CH2:28][N:23]2[C:22](=[O:31])[N:21]=[C:20]([O:1][CH2:2][C:3]3[CH:4]=[CH:5][C:6]([O:11][C:12]4[CH:13]=[N:14][C:15]([CH3:18])=[CH:16][CH:17]=4)=[C:7]([CH:10]=3)[C:8]#[N:9])[CH:30]=[C:24]12. Procedure details: The title compound or its salt was prepared by a procedure similar to that described for E2 starting from 5-(hydroxymethyl)-2-((6-methylpyridin-3-yl)oxy)benzonitrile and 8-chloro-1-methyl-3,4-dihydro-1H-pyrimido[1,6-a]pyrimidin-6(2H)-one. Reactants: COP(OC)(=O)C (methane phosphonic acid dimethyl ester), P(OC1=CC=C(C=C1)C)(OC1=CC=C(C=C1)C)OC1=CC=C(C=C1)C (tris-p-cresyl phosphite), CI (methyl iodide). Conditions: temperature 245 celsius, time 30 minute. The product is C1(=CC=C(C=C1)C)OP(OC1=CC=C(C=C1)C)(=O)C (methane phosphonic acid di-p-cresyl ester). The yield is 263.8%. RXN SMILES: [CH3:1]OP(C)(=O)OC.[P:8]([O:25]C1C=CC(C)=CC=1)([O:17][C:18]1[CH:23]=[CH:22][C:21]([CH3:24])=[CH:20][CH:19]=1)[O:9][C:10]1[CH:15]=[CH:14][C:13]([CH3:16])=[CH:12][CH:11]=1.CI>>[C:10]1([O:9][P:8]([CH3:1])(=[O:25])[O:17][C:18]2[CH:23]=[CH:22][C:21]([CH3:24])=[CH:20][CH:19]=2)[CH:15]=[CH:14][C:13]([CH3:16])=[CH:12][CH:11]=1. Reported procedure: A mixture of 64 g of methane phosphonic acid dimethyl ester (0.516 mol), 352 g of tris-p-cresyl phosphite (1.00 mol) and 2 ml of methyl iodide is slowly heated to 245° C. and tempered at this temperature for 30 minutes. Vacuum distillation yields 376 g of methane phosphonic acid di-p-cresyl ester (Bp1 mm 144° C.), 98.6% pure. The reactants are ClC1=NC=CC(=C1Cl)CO ((2,3-dichloropyridin-4-yl)methanol), BrCC1=C(C(=NC=C1)Cl)Cl (4-(bromomethyl)-2,3-dichloropyridine), BrCC1=C(C(=NC=C1)Cl)Cl (4-(bromomethyl)-2,3-dichloropyridine), CC1=CC(=NC(=N1)S)O (6-methyl-2-sulfanylpyrimidin-4-ol). The product is ClC1=NC=CC(=C1Cl)CSC1=NC(=CC(=N1)O)C (2-{[(2,3-dichloropyridin-4-yl)methyl]sulfanyl}-6-methylpyrimidin-4-ol). The yield is 78.0%. Reaction SMILES: [Cl:1][C:2]1[C:7]([Cl:8])=[C:6]([CH2:9]O)[CH:5]=[CH:4][N:3]=1.BrCC1C=CN=C(Cl)C=1Cl.[CH3:21][C:22]1[N:27]=[C:26]([SH:28])[N:25]=[C:24]([OH:29])[CH:23]=1>>[Cl:1][C:2]1[C:7]([Cl:8])=[C:6]([CH2:9][S:28][C:26]2[N:25]=[C:24]([OH:29])[CH:23]=[C:22]([CH3:21])[N:27]=2)[CH:5]=[CH:4][N:3]=1. Reported procedure: (2,3-dichloropyridin-4-yl)methanol was converted to 4-(bromomethyl)-2,3-dichloropyridine. The reaction of 4-(bromomethyl)-2,3-dichloropyridine and 6-methyl-2-sulfanylpyrimidin-4-ol provided 2-{[(2,3-dichloropyridin-4-yl)methyl]sulfanyl}-6-methylpyrimidin-4-ol as a white solid (0.98 g, 78% yield); 1H NMR (400 MHz, DMSO-d6): δ 2.21 (s, 3H), 3.82 (s, 3H), 4.47 (s, 2H), 6.04 (bs, 1H), 7.68 (d, J=4.7 Hz, 1H), 8.32 (d, J=4.7 Hz, 1H); M+ 302.2. The reactants are Cc1cc2c(s1)Nc1ccccc1N=C2N, CS(C)=O, CCOC(C)=O, Cc1ccccc1, CCN(C(C)C)C(C)C, Cl, FC(F)(F)c1ccc(CCC2CNCCN2)cc1, O. Product: Cc1cc2c(s1)Nc1ccccc1N=C2N1CCNC(CCc2ccc(C(F)(F)F)cc2)C1. RXN SMILES: [CH3:2][c:3]1[cH:4][c:5]2[c:11]([s:12]1)[NH:10][c:9]1[c:8]([cH:16][cH:15][cH:14][cH:13]1)[N:7]=[C:6]2[NH2:17].[CH3:45][S:46]([CH3:47])=[O:48].[CH3:49][CH2:50][O:51][C:52](=[O:53])[CH3:54].[CH3:56][c:57]1[cH:58][cH:59][cH:60][cH:61][cH:62]1.[CH:36]([N:37]([CH2:38][CH3:39])[CH:40]([CH3:41])[CH3:42])([CH3:43])[CH3:44].[ClH:1].[F:18][C:19]([c:20]1[cH:21][cH:22][c:23]([CH2:26][CH2:27][CH:28]2[NH:29][CH2:30][CH2:31][NH:32][CH2:33]2)[cH:24][cH:25]1)([F:34])[F:35].[OH2:55]>>[CH3:2][c:3]1[cH:4][c:5]2[c:11]([s:12]1)[NH:10][c:9]1[c:8]([cH:16][cH:15][cH:14][cH:13]1)[N:7]=[C:6]2[N:17]1[CH2:31][CH2:30][NH:29][CH:28]([CH2:27][CH2:26][c:23]2[cH:22][cH:21][c:20]([C:19]([F:18])([F:34])[F:35])[cH:25][cH:24]2)[CH2:33]1. Starting materials: C(C)(C)(C)OC(=O)N1CC2=C(C3=C(N=CN=C3Cl)S2)CC1 (4-chloro-5,8-dihydro-6H-pyrido[4′,3′:4,5]thieno[2,3-d]pyrimidine-7-carboxylic acid tert-butyl ester), FC1=CC(=C(N)C=C1)OC1CCOCC1 (4-fluoro-2-(tetrahydro-2H-pyran-4-yloxy)aniline), C1(=CC=C(C=C1)S(=O)(=O)O)C (para-toluene sulfonic acid). Reaction SMILES: [C:1]([O:5][C:6]([N:8]1[CH2:21][CH2:20][C:11]2[C:12]3[C:17](Cl)=[N:16][CH:15]=[N:14][C:13]=3[S:19][C:10]=2[CH2:9]1)=[O:7])([CH3:4])([CH3:3])[CH3:2].[F:22][C:23]1[CH:29]=[CH:28][C:26]([NH2:27])=[C:25]([O:30][CH:31]2[CH2:36][CH2:35][O:34][CH2:33][CH2:32]2)[CH:24]=1.C1(C)C=CC(S(O)(=O)=O)=CC=1>O1CCOCC1.CCOC(C)=O>[C:1]([O:5][C:6]([N:8]1[CH2:21][CH2:20][C:11]2[C:12]3[C:17]([NH:27][C:26]4[CH:28]=[CH:29][C:23]([F:22])=[CH:24][C:25]=4[O:30][CH:31]4[CH2:36][CH2:35][O:34][CH2:33][CH2:32]4)=[N:16][CH:15]=[N:14][C:13]=3[S:19][C:10]=2[CH2:9]1)=[O:7])([CH3:4])([CH3:3])[CH3:2]. Product: C(C)(C)(C)OC(=O)N1CC2=C(C3=C(N=CN=C3NC3=C(C=C(C=C3)F)OC3CCOCC3)S2)CC1 (4-[4-Fluoro-2-(tetrahydro-2H-pyran-4-yloxy)-phenylamino]-5,8-dihydro-6H-pyrido[4′,3′:4,5]thieno[2,3-d]pyrimidine-7-carboxylic acid tert-butyl ester). Conditions: temperature 120 celsius. Run in O1CCOCC1 (1,4-dioxane), CCOC(=O)C (EtOAc). Yield: 19.5%. Procedure: A solution of 4-chloro-5,8-dihydro-6H-pyrido[4′,3′:4,5]thieno[2,3-d]pyrimidine-7-carboxylic acid tert-butyl ester (prepared according to WO2007/109279, 0.141 g, 0.43 mmol), 4-fluoro-2-(tetrahydro-2H-pyran-4-yloxy)aniline (0.092 g, 0.44 mmol) and para-toluene sulfonic acid (0.08 g, 0.04 mmol) in 1,4-dioxane (2 mL) was purged with nitrogen and then heated at 120° C. for 5 hours. The reaction mixture was diluted with EtOAc, washed with 10% aqueous K2CO3 and brine. The organic phase was dried (MgSO4... Starting materials: C(C)NC(=S)NCCNCC1=NC=CN=C1 (N-ethyl-N'-[2-(2-pyrazinylmethylamino)ethyl]thiourea), N#CN.[Pb] (lead cyanamide). The product is C(#N)NC(=NCCNCC1=NC=CN=C1)NCC (N-cyano-N'-ethyl-N"-[2-(2-pyrazinylmethylamino)ethyl]-guanidine). RXN SMILES: [CH2:1]([NH:3][C:4]([NH:6][CH2:7][CH2:8][NH:9][CH2:10][C:11]1[CH:16]=[N:15][CH:14]=[CH:13][N:12]=1)=S)[CH3:2].[N:17]#[C:18][NH2:19].[Pb]>>[C:18]([NH:19][C:4]([NH:3][CH2:1][CH3:2])=[N:6][CH2:7][CH2:8][NH:9][CH2:10][C:11]1[CH:16]=[N:15][CH:14]=[CH:13][N:12]=1)#[N:17] |f:1.2,^3:19|. Procedure: Reacting N-(2-pyrazinylmethyl)ethylenediamine with ethyl isothiocyanate by the procedure of Example 3 and chromatographing gives N-ethyl-N'-[2-(2-pyrazinylmethylamino)ethyl]thiourea. Reacting this thiourea with lead cyanamide by the procedure of Example 3 gives N-cyano-N'-ethyl-N"-[2-(2-pyrazinylmethylamino)ethyl]-guanidine. Reactants: C1CCOC1, CC(C)C(=O)[O-], O=[N+]([O-])c1ccc(Oc2ccccc2O)cc1, CCOC(=O)N=NC(=O)OCC, CC(C)(C)OC(=O)C(C)(C)O, c1ccc(P(c2ccccc2)c2ccccc2)cc1. The product is CC(C)(C)OC(=O)C(C)(C)Oc1ccccc1Oc1ccc([N+](=O)[O-])cc1. Reaction SMILES: [CH2:66]1[O:67][CH2:68][CH2:69][CH2:70]1.[CH3:60][CH:61]([C:62](=[O:63])[O-:64])[CH3:65].[N+:1](=[O:2])([O-:3])[c:4]1[cH:5][cH:6][c:7]([O:8][c:9]2[c:10]([OH:15])[cH:11][cH:12][cH:13][cH:14]2)[cH:16][cH:17]1.[O:48]=[C:49]([O:50][CH2:51][CH3:52])[N:53]=[N:54][C:55]([O:56][CH2:57][CH3:58])=[O:59].[OH:37][C:38]([C:39](=[O:40])[O:41][C:42]([CH3:43])([CH3:44])[CH3:45])([CH3:46])[CH3:47].[c:18]1([P:19]([c:20]2[cH:21][cH:22][cH:23][cH:24][cH:25]2)[c:26]2[cH:27][cH:28][cH:29][cH:30][cH:31]2)[cH:32][cH:33][cH:34][cH:35][cH:36]1>>[N+:1](=[O:2])([O-:3])[c:4]1[cH:5][cH:6][c:7]([O:8][c:9]2[c:10]([O:15][C:38]([C:39](=[O:40])[O:41][C:42]([CH3:43])([CH3:44])[CH3:45])([CH3:46])[CH3:47])[cH:11][cH:12][cH:13][cH:14]2)[cH:16][cH:17]1.